Dataset: the Open Reaction Database (ORD), a public repository of structured organic reaction records. Task: describe an organic reaction: reactants, conditions, products, and yield Starting materials: COC(=O)C1(C)CCN(C(=O)OCc2ccccc2)C1, CCO, [Li+], [OH-]. Product: CC1(C(=O)O)CCN(C(=O)OCc2ccccc2)C1. Reaction SMILES: [CH3:1][C:2]1([C:17](=[O:18])[O:19][CH3:20])[CH2:3][N:4]([C:7](=[O:8])[O:9][CH2:10][c:11]2[cH:12][cH:13][cH:14][cH:15][cH:16]2)[CH2:5][CH2:6]1.[CH3:23][CH2:24][OH:25].[Li+:22].[OH-:21]>>[CH3:1][C:2]1([C:17](=[O:18])[OH:19])[CH2:3][N:4]([C:7](=[O:8])[O:9][CH2:10][c:11]2[cH:12][cH:13][cH:14][cH:15][cH:16]2)[CH2:5][CH2:6]1. Reactants: C1CCOC1, Cl, Fc1cnc(Cl)nc1Cl, [Na+], [OH-]. Product: O=c1[nH]c(Cl)ncc1F. As a reaction SMILES: [CH2:13]1[O:14][CH2:15][CH2:16][CH2:17]1.[ClH:12].[F:3][c:4]1[c:5]([Cl:11])[n:6][c:7]([Cl:10])[n:8][cH:9]1.[Na+:2].[OH-:1]>>[O:1]=[c:5]1[c:4]([F:3])[cH:9][n:8][c:7]([Cl:10])[nH:6]1. Reactants: P(=O)(Cl)(Cl)Cl (phosphorus oxychloride), N1(C=NC=C1)C1=CC=C(CC=2C(=NC3=CC=C(C=C3C2O)I)O)C=C1 (3-(4-(1H-imidazol-1-yl)benzyl)-6-iodoquinoline-2,4-diol), Intermediate 17, ClCCl (Dichloromethane), C([O-])(O)=O.[Na+] (sodium bicarbonate). Solvent: C(C)#N (acetonitrile). Run at temperature 23 celsius, time 16 hour. Yields the product N1(C=NC=C1)C1=CC=C(CC=2C(=NC3=CC=C(C=C3C2Cl)I)Cl)C=C1 (3-(4-(1H-Imidazol-1-yl)benzyl)-2,4-dichloro-6-iodoquinoline). Reaction SMILES: [N:1]1([C:6]2[CH:25]=[CH:24][C:9]([CH2:10][C:11]3C(O)=[N:13][C:14]4[C:19]([C:20]=3O)=[CH:18][C:17]([I:22])=[CH:16][CH:15]=4)=[CH:8][CH:7]=2)[CH:5]=[CH:4][N:3]=[CH:2]1.P(Cl)(Cl)([Cl:28])=O.Cl[CH2:32][Cl:33].C(=O)(O)[O-].[Na+]>C(#N)C>[N:1]1([C:6]2[CH:25]=[CH:24][C:9]([CH2:10][C:11]3[C:32]([Cl:33])=[N:13][C:14]4[C:19]([C:20]=3[Cl:28])=[CH:18][C:17]([I:22])=[CH:16][CH:15]=4)=[CH:8][CH:7]=2)[CH:5]=[CH:4][N:3]=[CH:2]1 |f:3.4|. Reported procedure: A mixture containing 3-(4-(1H-imidazol-1-yl)benzyl)-6-iodoquinoline-2,4-diol (3.0 g, 6.8 mmol, Intermediate 17: step a) and phosphorus oxychloride (1.9 mL, 20 mmol) in acetonitrile (34 mL) was heated to 100° C. After 16 hours, the flask was allowed to cool to 23° C. Dichloromethane (200 mL) and saturated aqueous sodium bicarbonate solution were added in sequence and the resulting biphasic mixture was stirred for 30 minutes. The biphasic mixture was filtered through Celite® and the layers of the ... Starting materials: BrCC=1C=C(C=CC1)N(C(C)=O)CC1=CC=C(C=C1)OCCCCCCCCCCCCCC (N-[3-(bromomethyl)phenyl]-N-[[4-(tetradecyloxy)phenyl]methyl]acetamide), N1=CC(=C(C=C1)C)C (3,4-lutidine). The solvent is C(C)#N (acetonitrile). Yields the product [Br-].C(C)(=O)N(C=1C=C(C=CC1)C[N+]1=CC(=C(C=C1)C)C)CC1=CC=C(C=C1)OCCCCCCCCCCCCCC (1-[[3-[Acetyl[[4-(tetradecyloxy)phenyl]methyl]amino]phenyl]methyl]-3.4-dimethylpyridinium bromide). Reaction SMILES: [Br:1][CH2:2][C:3]1[CH:4]=[C:5]([N:9]([CH2:13][C:14]2[CH:19]=[CH:18][C:17]([O:20][CH2:21][CH2:22][CH2:23][CH2:24][CH2:25][CH2:26][CH2:27][CH2:28][CH2:29][CH2:30][CH2:31][CH2:32][CH2:33][CH3:34])=[CH:16][CH:15]=2)[C:10](=[O:12])[CH3:11])[CH:6]=[CH:7][CH:8]=1.[N:35]1[CH:40]=[CH:39][C:38]([CH3:41])=[C:37]([CH3:42])[CH:36]=1>C(#N)C>[Br-:1].[C:10]([N:9]([CH2:13][C:14]1[CH:19]=[CH:18][C:17]([O:20][CH2:21][CH2:22][CH2:23][CH2:24][CH2:25][CH2:26][CH2:27][CH2:28][CH2:29][CH2:30][CH2:31][CH2:32][CH2:33][CH3:34])=[CH:16][CH:15]=1)[C:5]1[CH:4]=[C:3]([CH2:2][N+:35]2[CH:40]=[CH:39][C:38]([CH3:41])=[C:37]([CH3:42])[CH:36]=2)[CH:8]=[CH:7][CH:6]=1)(=[O:12])[CH3:11] |f:3.4|. Procedure details: A mixture of 1.6 g of N-[3-(bromomethyl)phenyl]-N-[[4-(tetradecyloxy)phenyl]methyl]acetamide and 1.29 g of 3,4-lutidine in 25 ml of acetonitrile is refluxed under argon for 5 hours. The solvent is evaporated and the residue stirred with ether. The solid is collected by centrifugation, washed several times with ether and vacuum dried to give the desired product as a solid, m.p. 100°-103° C.